This data is from the Open Reaction Database (ORD), a public repository of structured organic reaction records. The task is: describe an organic reaction: reactants, conditions, products, and yield Starting materials: OCC(C)(C)NS(=O)(=O)C1=CN=C(S1)NC(C)=O (2-acetamido-thiazole-5-sulfonic acid (2-hydroxy-1,1-dimethyl-ethyl)-amide). Run in Cl (hydrochloric acid). Run at temperature 80 celsius. The product is OCC(C)(C)NS(=O)(=O)C1=CN=C(S1)N (2-Amino-thiazole-5-sulfonic acid (2-hydroxy-1,1-dimethyl-ethyl)-amide). The yield is 72.0%. As a reaction SMILES: [OH:1][CH2:2][C:3]([NH:6][S:7]([C:10]1[S:14][C:13]([NH:15]C(=O)C)=[N:12][CH:11]=1)(=[O:9])=[O:8])([CH3:5])[CH3:4]>Cl>[OH:1][CH2:2][C:3]([NH:6][S:7]([C:10]1[S:14][C:13]([NH2:15])=[N:12][CH:11]=1)(=[O:9])=[O:8])([CH3:5])[CH3:4]. Procedure: A stirred suspension of 2-acetamido-thiazole-5-sulfonic acid (2-hydroxy-1,1-dimethyl-ethyl)-amide (0.68 g, 2.32 mmol) in 6N hydrochloric acid (20 ml) was heated for 2 h at 80° C., evaporated., and saturated NaHCO3 solution (30 ml) was added. The mixture was extracted with ethyl acetate (3×50 ml), the combined organic layers washed with brine (30 ml), dried (MgSO4) and evaporated. The crude product was further purified by column chromatography on silica gel (dichloromethane/MeOH/NH4OH 80:10:1) to... The reactants are C(C1=CC=CC=C1)OC1=C(C=C(C=C1)Br)F (1-(benzyloxy)-4-bromo-2-fluorobenzene), CC1(OB(OC1(C)C)C1=CCN(CC1)C(=O)OC(C)(C)C)C (tert-butyl 4-(4,4,5,5-tetramethyl-1,3,2-dioxaborolan-2-yl)-5,6-dihydropyridine-1(2H)-carboxylate), C(C)#N (acetonitrile), O (water), C(=O)([O-])[O-].[Na+].[Na+] (Na2CO3). Reagents/catalysts: C=1C=CC(=CC1)[P](C=2C=CC=CC2)(C=3C=CC=CC3)[Pd]([P](C=4C=CC=CC4)(C=5C=CC=CC5)C=6C=CC=CC6)([P](C=7C=CC=CC7)(C=8C=CC=CC8)C=9C=CC=CC9)[P](C=1C=CC=CC1)(C=1C=CC=CC1)C=1C=CC=CC1 (Pd(Ph3P)4). Conditions: temperature 80 celsius. Product: C(C1=CC=CC=C1)OC1=C(C=C(C=C1)C1=CCN(CC1)C(=O)OCCCC)F (1-butyl 4-(4-(benzyloxy)-3-fluorophenyl)-5,6-dihydropyridine-1(2H)-carboxylate). Yield: 83.0%. RXN SMILES: [CH2:1]([O:8][C:9]1[CH:14]=[CH:13][C:12](Br)=[CH:11][C:10]=1[F:16])[C:2]1[CH:7]=[CH:6][CH:5]=[CH:4][CH:3]=1.CC1(C)C(C)(C)OB([C:25]2[CH2:30][CH2:29][N:28]([C:31]([O:33][C:34]([CH3:37])(C)C)=[O:32])[CH2:27][CH:26]=2)O1.O.C([O-])([O-])=O.[Na+].[Na+].[C:46](#N)[CH3:47]>C1C=CC([P]([Pd]([P](C2C=CC=CC=2)(C2C=CC=CC=2)C2C=CC=CC=2)([P](C2C=CC=CC=2)(C2C=CC=CC=2)C2C=CC=CC=2)[P](C2C=CC=CC=2)(C2C=CC=CC=2)C2C=CC=CC=2)(C2C=CC=CC=2)C2C=CC=CC=2)=CC=1>[CH2:1]([O:8][C:9]1[CH:14]=[CH:13][C:12]([C:25]2[CH2:30][CH2:29][N:28]([C:31]([O:33][CH2:34][CH2:37][CH2:46][CH3:47])=[O:32])[CH2:27][CH:26]=2)=[CH:11][C:10]=1[F:16])[C:2]1[CH:7]=[CH:6][CH:5]=[CH:4][CH:3]=1 |f:3.4.5,^1:52,54,73,92|. Reported procedure: A solution of 1-(benzyloxy)-4-bromo-2-fluorobenzene (5.0 g, 17.8 mmol) and tert-butyl 4-(4,4,5,5-tetramethyl-1,3,2-dioxaborolan-2-yl)-5,6-dihydropyridine-1(2H)-carboxylate (6.60 g, 21.3 mmol) in acetonitrile (50 mL) was degassed for 5 min. To this was added water (50 mL), Na2CO3 (5.66 g, 53.4 mmol) and Pd(Ph3P)4 (1.23 g, 1.07 mmol) and the reaction was further degassed for 10 min. It was then heated to 80° C. for 16 h. The reaction cooled to rt, poured into water, and extracted with EtOAc. The c... Reactants: C1(CCCC1)OC1=CC=C(C2=C1OC1=C2C=CC=C1)C=O (4-Cyclopentyloxydibenzo[b,d]furan-1-carbaldehyde). The solvent is Br (HBr), C(C)(=O)O (acetic acid), ice water. Yields the product OC1=CC=C(C2=C1OC1=C2C=CC=C1)C=O (4-hydroxy dibenzo[b,d]furan-1-carbaldehyde). Reaction SMILES: C1([O:6][C:7]2[C:12]3[O:13][C:14]4[CH:19]=[CH:18][CH:17]=[CH:16][C:15]=4[C:11]=3[C:10]([CH:20]=[O:21])=[CH:9][CH:8]=2)CCCC1>Br.C(O)(=O)C>[OH:6][C:7]1[C:12]2[O:13][C:14]3[CH:19]=[CH:18][CH:17]=[CH:16][C:15]=3[C:11]=2[C:10]([CH:20]=[O:21])=[CH:9][CH:8]=1. Reported procedure: Intermediate 18 was heated in HBr (30-33%) in glacial acetic acid (25 ml) at 50° C. for 7-8 h The reaction contents were poured in ice-water and extracted with ethyl acetate. The organic layer was washed with saturated sodium bicarbonate, and extracted with 10% sodium hydroxide (3×25 ml) solution. The aqueous layer was acidified with conc. HCl to give a white precipitate which was filtered and air dried to obtain the crude product as a white solid (3.2 gm). The reactants are C(CCC)[C@@H]1[C@@H](OC([C@H](CCC[C@@H]1C(C(=O)[O-])(C)C)NC(C1=NC=CC(=C1O)OC)=O)=O)C ((2S,3S,4S,8S)-3-butyl-8-(3-hydroxy-4-methoxypicolinamido)-2-methyl-9-oxooxonan-4-ylisobutyrate), C(=O)([O-])[O-].[Na+].[Na+] (Na2CO3), [Na+].[I-] (NaI), C(C)OCC(=O)OCCl (chloromethyl 2-ethoxyacetate), CC(=O)C (acetone). Run at temperature 45 celsius, time 16 hour. Product: C(C(C)C)(=O)O[C@@H]1[C@H]([C@@H](OC([C@H](CCC1)NC(C1=NC=CC(=C1OCOC(=O)COCC)OC)=O)=O)C)CCCC ((2S,3S,4S,8S)-3-butyl-8-(3-((2-ethoxyacetoxyl)methoxy)-4-methoxypicolinamido)-2-methyl-9-oxooxonan-4-yl isobutyrate). Yield: 41.0%. RXN SMILES: [CH2:1]([C@H:5]1[C@@H:13](C(C)(C)C([O-])=O)[CH2:12][CH2:11][CH2:10][C@H:9]([NH:20][C:21](=[O:31])[C:22]2[C:27]([OH:28])=[C:26]([O:29][CH3:30])[CH:25]=[CH:24][N:23]=2)[C:8](=[O:32])[O:7][C@H:6]1[CH3:33])[CH2:2][CH2:3][CH3:4].[C:34]([O-:37])([O-])=[O:35].[Na+].[Na+].[Na+].[I-].[CH2:42]([O:44][CH2:45][C:46]([O:48][CH2:49]Cl)=[O:47])[CH3:43].[CH3:51][C:52]([CH3:54])=O>>[C:34]([O:37][C@H:13]1[CH2:12][CH2:11][CH2:10][C@H:9]([NH:20][C:21](=[O:31])[C:22]2[C:27]([O:28][CH2:49][O:48][C:46]([CH2:45][O:44][CH2:42][CH3:43])=[O:47])=[C:26]([O:29][CH3:30])[CH:25]=[CH:24][N:23]=2)[C:8](=[O:32])[O:7][C@@H:6]([CH3:33])[C@@H:5]1[CH2:1][CH2:2][CH2:3][CH3:4])(=[O:35])[CH:52]([CH3:54])[CH3:51] |f:1.2.3,4.5|. Procedure details: To a solution of (2S,3S,4S,8S)-3-butyl-8-(3-hydroxy-4-methoxypicolinamido)-2-methyl-9-oxooxonan-4-ylisobutyrate (45 mg, 0.097 mmol), Na2CO3 (20.5 mg, 0.194 mmol), and NaI (22.2 mg, 0.145 mmol) in acetone (2.0 mL) was added chloromethyl 2-ethoxyacetate (22.2 mg, 0.145 mmol). The sealed reaction was warmed to 45° C. and stirred for 16 h. The reaction was cooled to room temperature and concentrated under a stream of N2. The resulting residue was purified by flash column chromatography (4 g SiO2, 0→... Starting materials: C, C1=CCCCC1, CO, O=C(Nc1n[nH]c(-c2ccc(F)cc2)c1-c1ccncc1)C(c1ccccc1)[N+](=O)[O-], [Pd]. The product is NC(C(=O)Nc1n[nH]c(-c2ccc(F)cc2)c1-c1ccncc1)c1ccccc1. RXN SMILES: [C:40].[CH2:32]1[CH2:33][CH:34]=[CH:35][CH2:36][CH2:37]1.[CH3:38][OH:39].[F:1][c:2]1[cH:3][cH:4][c:5](-[c:8]2[c:9](-[c:26]3[cH:27][cH:28][n:29][cH:30][cH:31]3)[c:10]([NH:13][C:14]([CH:15]([N+:16]([O-:17])=[O:18])[c:19]3[cH:20][cH:21][cH:22][cH:23][cH:24]3)=[O:25])[n:11][nH:12]2)[cH:6][cH:7]1.[Pd:41]>>[F:1][c:2]1[cH:3][cH:4][c:5](-[c:8]2[c:9](-[c:26]3[cH:27][cH:28][n:29][cH:30][cH:31]3)[c:10]([NH:13][C:14]([CH:15]([NH2:16])[c:19]3[cH:20][cH:21][cH:22][cH:23][cH:24]3)=[O:25])[n:11][nH:12]2)[cH:6][cH:7]1. Starting materials: [OH-].[Na+] (sodium hydroxide), FC1=CC(=C(C=C1)CC(=O)O)SC1=CC=C(C=C1)[N+](=O)[O-] ([4-fluoro-2-(4-nitrophenylthio)phenyl] acetic acid), O (water). Reagents/catalysts: [Fe] (iron). Solvent: C(C)(=O)O (acetic acid). Conditions: time 8 hour. Product: NC1=CC=C(C=C1)SC1=C(C=CC(=C1)F)CC(=O)O ([2-(4-aminophenylthio)-4-fluorophenyl]acetic acid). The yield is 55.4%. Reaction SMILES: [F:1][C:2]1[CH:7]=[CH:6][C:5]([CH2:8][C:9]([OH:11])=[O:10])=[C:4]([S:12][C:13]2[CH:18]=[CH:17][C:16]([N+:19]([O-])=O)=[CH:15][CH:14]=2)[CH:3]=1.O.[OH-].[Na+]>C(O)(=O)C.[Fe]>[NH2:19][C:16]1[CH:15]=[CH:14][C:13]([S:12][C:4]2[CH:3]=[C:2]([F:1])[CH:7]=[CH:6][C:5]=2[CH2:8][C:9]([OH:11])=[O:10])=[CH:18][CH:17]=1 |f:2.3|. Procedure: A solution of 19 g [4-fluoro-2-(4-nitrophenylthio)phenyl] acetic acid in 60 ml of acetic acid was slowly added dropwise into a boiling mixture of 300 ml water and 30 g iron powder. The mixture was then stirred and refluxed for 6 hours. After cooling, 200 ml of a 20% sodium hydroxide solution were added, the solution filtered and the filtrate acidified with acetic acid. After standing overnight, the separated product was filtered, washed with a small quantity of water and dried in vacuo. There we...